This data is from the Open Reaction Database (ORD), a public repository of structured organic reaction records. The task is: describe an organic reaction: reactants, conditions, products, and yield Reaction SMILES: Cl[C:2]1[CH:7]=[C:6]([C:8]2[CH:13]=[CH:12][C:11]([F:14])=[C:10]([Cl:15])[CH:9]=2)[N:5]=[C:4]([C:16]2[CH:21]=[CH:20][N:19]=[CH:18][CH:17]=2)[N:3]=1.[F:22][C:23]([F:37])([F:36])[C:24]1[C:25]([N:30]2[CH2:35][CH2:34][NH:33][CH2:32][CH2:31]2)=[N:26][CH:27]=[CH:28][CH:29]=1.C([O-])([O-])=O.[K+].[K+]>CC(N(C)C)=O.O>[Cl:15][C:10]1[CH:9]=[C:8]([C:6]2[CH:7]=[C:2]([N:33]3[CH2:34][CH2:35][N:30]([C:25]4[C:24]([C:23]([F:37])([F:22])[F:36])=[CH:29][CH:28]=[CH:27][N:26]=4)[CH2:31][CH2:32]3)[N:3]=[C:4]([C:16]3[CH:21]=[CH:20][N:19]=[CH:18][CH:17]=3)[N:5]=2)[CH:13]=[CH:12][C:11]=1[F:14] |f:2.3.4|. Procedure details: Dissolve 4-chloro-6-(3-chloro-4-fluorophenyl)-2-(pyridin-4-yl)pyrimidine (64 mg, 0.2 mmoles) and 1-(3-(trifluoromethyl)-pyridin-2-yl)piperazine (46 mg, 0.2 mmoles) in DMA (2.0 mL) under nitrogen atmosphere. Add anhydrous powdered K2CO3 (55 mg, 0.4 mmoles) to this mixture and heat at 140° C. for 20 hours. Cool, dilute with water (5 mL), extract with EtOAc (3×2 mL) and dry over MgSO4. Filter, and concentrate under vacuum to afford crude product. Wash the crude product with Et2O (2.0 mL) to afford ... Solvent: O (water), CC(=O)N(C)C (DMA). Reactants: ClC1=NC(=NC(=C1)C1=CC(=C(C=C1)F)Cl)C1=CC=NC=C1 (4-chloro-6-(3-chloro-4-fluorophenyl)-2-(pyridin-4-yl)pyrimidine), FC(C=1C(=NC=CC1)N1CCNCC1)(F)F (1-(3-(trifluoromethyl)-pyridin-2-yl)piperazine), C(=O)([O-])[O-].[K+].[K+] (K2CO3). Yields the product ClC=1C=C(C=CC1F)C1=NC(=NC(=C1)N1CCN(CC1)C1=NC=CC=C1C(F)(F)F)C1=CC=NC=C1 (4-(3-Chloro-4-fluorophenyl)-6-(4-(3-(trifluoromethyl)pyridin-2-yl)piperazin-1-yl)-2-(pyridin-4-yl)pyrimidine). The reactants are C1(=CC=CC=C1)C1CNCCCC1 (3-phenyl-azapane), C(C)(=O)O (acetic acid), C(C)(=O)O[BH-](OC(C)=O)OC(C)=O.[Na+] (sodium triacetoxyborohydride), C(=O)C1=CC(=C(OC2=NC=C(C#N)C=C2)C=C1)C (6-(4-Formyl-2-methyl-phenoxy)-nicotinonitrile), C(=O)C1=CC(=C(OC2=NC=C(C#N)C=C2)C=C1)C (6-(4-Formyl-2-methyl-phenoxy)-nicotinonitrile), ClCCCl (1,2-dichloroethane). The solvent is C(C)(=O)OCC (ethyl acetate), hexanes. Product: CC1=C(OC2=NC=C(C#N)C=C2)C=CC(=C1)CN1CCC(CCC1)C1=CC=CC=C1 ((±)-6-[2-Methyl-4-(4-phenyl-azepan-1ylmethyl)-phenoxy]-nicotinonitrile). Yield: 84.0%. RXN SMILES: C1([CH:7]2[CH2:13][CH2:12][CH2:11][CH2:10][NH:9][CH2:8]2)C=CC=CC=1.[CH:14]([C:16]1[CH:30]=[CH:29][C:19]([O:20][C:21]2[CH:28]=[CH:27][C:24]([C:25]#[N:26])=[CH:23][N:22]=2)=[C:18]([CH3:31])[CH:17]=1)=O.C(O[BH-](O[C:42](=O)[CH3:43])OC(=O)C)(=O)C.[Na+].[C:46](O)(=O)[CH3:47].Cl[CH2:51][CH2:52]Cl>C(OCC)(=O)C>[CH3:31][C:18]1[CH:17]=[C:16]([CH2:14][N:9]2[CH2:10][CH2:11][CH2:12][CH:13]([C:42]3[CH:43]=[CH:47][CH:46]=[CH:52][CH:51]=3)[CH2:7][CH2:8]2)[CH:30]=[CH:29][C:19]=1[O:20][C:21]1[CH:28]=[CH:27][C:24]([C:25]#[N:26])=[CH:23][N:22]=1 |f:2.3|. Procedure details: Using a method similar to Example 365 step 2, using 3-phenyl-azapane (0.0957 g, 0.548 mmol), 6-(4-formyl-2-methyl-phenoxy)-nicotinonitrile (compound of example 365 step 1) (0.103 g, 0.420 mmol), sodium triacetoxyborohydride (0.110 g, 0.651 mmol), and acetic acid (0.034 mL, 0.594 mmol) in 1,2-dichloroethane (5.0 mL), provides, after silica gel chromatography (4:1→1:1 hexanes:ethyl acetate), 0.144 g (84%) of the title compound as a yellow oil: mass spectrum (electrospray): m/z=398.2 (M+1); 1H NMR ... Starting materials: Cc1c(Br)c2c(c(C)c1NC(=O)CC(C)(C)C)C(c1ccc(C(C)C)cc1)CO2, CCOC(C)=O, CCCCCC, OB(O)c1cccc(F)c1. The product is Cc1c(NC(=O)CC(C)(C)C)c(C)c2c(c1-c1cccc(F)c1)OCC2c1ccc(C(C)C)cc1. RXN SMILES: [Br:1][c:2]1[c:3]([CH3:29])[c:4]([NH:21][C:22]([CH2:23][C:24]([CH3:25])([CH3:26])[CH3:27])=[O:28])[c:5]([CH3:20])[c:6]2[c:10]1[O:9][CH2:8][CH:7]2[c:11]1[cH:12][cH:13][c:14]([CH:17]([CH3:18])[CH3:19])[cH:15][cH:16]1.[C:46]([O:47][CH2:48][CH3:49])(=[O:50])[CH3:51].[CH3:40][CH2:41][CH2:42][CH2:43][CH2:44][CH3:45].[F:30][c:31]1[cH:32][c:33]([B:37]([OH:38])[OH:39])[cH:34][cH:35][cH:36]1>>[c:2]1(-[c:33]2[cH:32][c:31]([F:30])[cH:36][cH:35][cH:34]2)[c:3]([CH3:29])[c:4]([NH:21][C:22]([CH2:23][C:24]([CH3:25])([CH3:26])[CH3:27])=[O:28])[c:5]([CH3:20])[c:6]2[c:10]1[O:9][CH2:8][CH:7]2[c:11]1[cH:12][cH:13][c:14]([CH:17]([CH3:18])[CH3:19])[cH:15][cH:16]1. As a reaction SMILES: [Cl:1][C:2]1[N:3]([C:11]2[CH:16]=[CH:15][C:14]([O:17][CH2:18][CH2:19][CH2:20]Cl)=[CH:13][CH:12]=2)[N:4]=[C:5]2[C:10]=1[CH:9]=[CH:8][CH:7]=[CH:6]2.[NH:22]1[CH2:32][CH2:31][CH:25]([C:26]([O:28][CH2:29]C)=[O:27])[CH2:24][CH2:23]1>>[Cl:1][C:2]1[N:3]([C:11]2[CH:16]=[CH:15][C:14]([O:17][CH2:18][CH2:19][CH2:20][N:22]3[CH2:32][CH2:31][CH:25]([C:26]([O:28][CH3:29])=[O:27])[CH2:24][CH2:23]3)=[CH:13][CH:12]=2)[N:4]=[C:5]2[C:10]=1[CH:9]=[CH:8][CH:7]=[CH:6]2. Yields the product ClC=1N(N=C2C=CC=CC12)C1=CC=C(OCCCN2CCC(CC2)C(=O)OC)C=C1 (Methyl 1-{3-[4-(3-chloro-indazol-2-yl)-phenoxy]-propyl}-piperidine-4-carboxylate). Reported procedure: The title compound was prepared 3-chloro-2-[4-(3-chloro-propoxy)-phenyl]-2H-indazole (0.5 g, 1.6 mmol) and ethyl isonipecotate (0.37 g, 2.3 mmol) using the procedure of step 4 of the Example 4 to provide the title compound (0.56 g, 75%) as a hydrochloride salt. Isolated yield 81.8%. The reactants are hydrochloride salt, ClC=1N(N=C2C=CC=CC12)C1=CC=C(C=C1)OCCCCl (3-chloro-2-[4-(3-chloro-propoxy)-phenyl]-2H-indazole), N1CCC(C(=O)OCC)CC1 (ethyl isonipecotate).